This data is from the Open Reaction Database (ORD), a public repository of structured organic reaction records. The task is: describe an organic reaction: reactants, conditions, products, and yield Product: Cc1cc(C)nc(Cl)n1. RXN SMILES: [C:15](=[O:16])([O-:17])[OH:18].[CH3:6][c:7]1[n:8][c:9]([OH:14])[n:10][c:11]([CH3:13])[cH:12]1.[Na+:19].[OH2:20].[P:1]([Cl:2])([Cl:3])([Cl:4])=[O:5]>>[Cl:3][c:9]1[n:8][c:7]([CH3:6])[cH:12][c:11]([CH3:13])[n:10]1. Starting materials: O=C([O-])O, Cc1cc(C)nc(O)n1, [Na+], O, O=P(Cl)(Cl)Cl.